From a dataset of the Open Reaction Database (ORD), a public repository of structured organic reaction records. describe an organic reaction: reactants, conditions, products, and yield Reactants: ClC1=NC2=CC=C(C=C2C=C1)Cl (2,6-dichloroquinoline), COC1=C(CN)C=CC=C1 (2-methoxybenzylamine), C(C1=CC=CC=C1)N (benzylamine). Product: C(C1=CC=CC=C1)NC=1C=C2C=CC(=NC2=CC1)NCC1=C(C=CC=C1)OC (N6-Benzyl-N2-(2-methoxy-benzyl)-quinoline-2,6-diamine). As a reaction SMILES: Cl[C:2]1[CH:11]=[CH:10][C:9]2[C:4](=[CH:5][CH:6]=[C:7](Cl)[CH:8]=2)[N:3]=1.[CH3:13][O:14][C:15]1[CH:22]=[CH:21][CH:20]=[CH:19][C:16]=1[CH2:17][NH2:18].[CH2:23]([NH2:30])[C:24]1[CH:29]=[CH:28][CH:27]=[CH:26][CH:25]=1>>[CH2:23]([NH:30][C:7]1[CH:8]=[C:9]2[C:4](=[CH:5][CH:6]=1)[N:3]=[C:2]([NH:18][CH2:17][C:16]1[CH:19]=[CH:20][CH:21]=[CH:22][C:15]=1[O:14][CH3:13])[CH:11]=[CH:10]2)[C:24]1[CH:29]=[CH:28][CH:27]=[CH:26][CH:25]=1. Reported procedure: The title compound, MS: m/e=369.9 (M+H+), was prepared in accordance with the general method of example 1 from 2,6-dichloroquinoline, 2-methoxybenzylamine and benzylamine.